Dataset: the Open Reaction Database (ORD), a public repository of structured organic reaction records. Task: describe an organic reaction: reactants, conditions, products, and yield The reactants are BrC(C(=O)Cl)CC(C)C (2-Bromo-4-methylpentanoyl chloride), CO (methyl alcohol). Product: COC(C(CC(C)C)Br)=O (Methyl-2-bromo-4-methylpentanoate). RXN SMILES: [Br:1][CH:2]([CH2:6][CH:7]([CH3:9])[CH3:8])[C:3](Cl)=[O:4].[CH3:10][OH:11]>>[CH3:10][O:11][C:3](=[O:4])[CH:2]([Br:1])[CH2:6][CH:7]([CH3:9])[CH3:8]. Procedure: 2-Bromo-4-methylpentanoyl chloride (IV, Example 2) is added dropwise to methyl alcohol (200 ml.) at 0°. After two hours the methanol is removed under reduce pressure and the residual oil is partitioned between chloroform and water. The chloroform is separated from the water and removed under reduced pressure to give a residual oil which is distilled under reduced pressure to give the title compound, b.p. 78°-90°/30 mm. The reactants are CC(CCN(C(C1=CC(=C(C=C1)[N+](=O)[O-])NCCCN1CCCCC1)=O)CCC(C)C)C (N,N-bis(3-methylbutyl)-4-nitro-3-[(3-piperidin-1-ylpropyl)amino]benzamide). Reagents/catalysts: [Pd] (palladium on carbon). Solvent: C(C)(=O)OCC.C(C)O (ethyl acetate ethanol). Reaction conditions: temperature 20 celsius, time 3 hour. Yields the product NC1=C(C=C(C(=O)N(CCC(C)C)CCC(C)C)C=C1)NCCCN1CCCCC1 (4-amino-N,N-bis(3-methylbutyl)-3-[(3-piperidin-1-ylpropyl)amino]benzamide), oil. Yield: 97.0%. As a reaction SMILES: [CH3:1][CH:2]([CH3:32])[CH2:3][CH2:4][N:5]([CH2:27][CH2:28][CH:29]([CH3:31])[CH3:30])[C:6](=[O:26])[C:7]1[CH:12]=[CH:11][C:10]([N+:13]([O-])=O)=[C:9]([NH:16][CH2:17][CH2:18][CH2:19][N:20]2[CH2:25][CH2:24][CH2:23][CH2:22][CH2:21]2)[CH:8]=1>C(OCC)(=O)C.C(O)C.[Pd]>[NH2:13][C:10]1[CH:11]=[CH:12][C:7]([C:6]([N:5]([CH2:27][CH2:28][CH:29]([CH3:30])[CH3:31])[CH2:4][CH2:3][CH:2]([CH3:1])[CH3:32])=[O:26])=[CH:8][C:9]=1[NH:16][CH2:17][CH2:18][CH2:19][N:20]1[CH2:25][CH2:24][CH2:23][CH2:22][CH2:21]1 |f:1.2|. Procedure details: N,N-bis(3-methylbutyl)-4-nitro-3-[(3-piperidin-1-ylpropyl)amino]benzamide (1 g) in solution in a mixture of ethyl acetate/ethanol 2:1 (100 ml) and 10% palladium on carbon (100 mg) are introduced into an autoclave. After stirring for 3 hours under a hydrogen atmosphere (3 bars) at a temperature of approximately 20° C., the catalyst is eliminated by filtration on celite and the filtrate is concentrated under reduced pressure at 40° C. in order to produce the expected compound in the form of an oil... Starting materials: Cl.CNOC (N,O-dimethylhydroxylamine hydrochloride), CCN(C(C)C)C(C)C (DIPEA), C(C)(C)(C)OC(=O)N1C[C@H](CC1)C(=O)O ((S)-1-(tert-butoxycarbonyl)pyrrolidine-3-carboxylic acid). Solvent: C(Cl)Cl (CH2Cl2). Conditions: time 20 minute. Product: CON(C(=O)[C@@H]1CN(CC1)C(=O)OC(C)(C)C)C ((S)-tert-butyl 3-(methoxy(methyl)carbamoyl)pyrrolidine-1-carboxylate). As a reaction SMILES: [C:1]([O:5][C:6]([N:8]1[CH2:12][CH2:11][C@H:10]([C:13]([OH:15])=O)[CH2:9]1)=[O:7])([CH3:4])([CH3:3])[CH3:2].Cl.[CH3:17][NH:18][O:19][CH3:20].CCN(C(C)C)C(C)C>C(Cl)Cl>[CH3:20][O:19][N:18]([CH3:17])[C:13]([C@H:10]1[CH2:11][CH2:12][N:8]([C:6]([O:5][C:1]([CH3:2])([CH3:3])[CH3:4])=[O:7])[CH2:9]1)=[O:15] |f:1.2|. Reported procedure: To a solution of (S)-1-(tert-butoxycarbonyl)pyrrolidine-3-carboxylic acid (430 mg, 2.0 mmol) in CH2Cl2 (20 mL) was added CDl (356 mg, 2.2 mmol). The mixture was stirred at room temperature for 20 minutes, N,O-dimethylhydroxylamine hydrochloride (234 mg, 2.4 mmol) and DIPEA (258 mg, 2.6 mmol) were then added subsequently at 0° C. The mixture was stirred at 0° C. for 0.5 hour, then warmed up and stirred at ambient temperature overnight. The mixture was washed with HCl (1 N), saturated aqueous NaHC... Product: COc1c(C#N)cc(C(=O)Cl)cc1C(F)(F)F. Reaction SMILES: [C:1](#[N:2])[c:3]1[cH:4][c:5]([C:6](=[O:7])[OH:8])[cH:9][c:10]([C:14]([F:15])([F:16])[F:17])[c:11]1[O:12][CH3:13].[CH3:18][c:19]1[cH:20][cH:21][cH:22][cH:23][cH:24]1.[CH3:29][N:30]([CH3:31])[CH:32]=[O:33].[S:25]([Cl:26])([Cl:27])=[O:28]>>[C:1](#[N:2])[c:3]1[cH:4][c:5]([C:6](=[O:7])[Cl:27])[cH:9][c:10]([C:14]([F:15])([F:16])[F:17])[c:11]1[O:12][CH3:13]. Starting materials: COc1c(C#N)cc(C(=O)O)cc1C(F)(F)F, Cc1ccccc1, CN(C)C=O, O=S(Cl)Cl. Reactants: CC(C)(C)OC(=O)NC(CO)CCOCc1ccccc1, Cl, C1COCCO1. Product: NC(CO)CCOCc1ccccc1, Cl. As a reaction SMILES: [CH2:1]([c:2]1[cH:3][cH:4][cH:5][cH:6][cH:7]1)[O:8][CH2:9][CH2:10][CH:11]([CH2:12][OH:13])[NH:14][C:15](=[O:16])[O:17][C:18]([CH3:19])([CH3:20])[CH3:21].[ClH:22].[O:23]1[CH2:24][CH2:25][O:26][CH2:27][CH2:28]1>>[CH2:1]([c:2]1[cH:3][cH:4][cH:5][cH:6][cH:7]1)[O:8][CH2:9][CH2:10][CH:11]([CH2:12][OH:13])[NH2:14].[ClH:22]. Reactants: ClCCCCCCOC=1C(=CC=C2C(=CC(NC12)=O)NC1=C(C=NC=C1Cl)Cl)OC (8-(6-chlorohexyloxy)-4-(3,5-dichloropyridin-4-ylamino)-7-methoxyquinolin-2(1H)-one), ClCCCCCCOC=1C(=CC=C2C(=CC(NC12)=O)NC1=C(C=NC=C1Cl)Cl)OC (8-(6-chlorohexyloxy)-4-(3,5-dichloropyridin-4-ylamino)-7-methoxyquinolin-2(1H)-one), N1CCNCC1 (piperazine). The product is ClC=1C=NC=C(C1NC1=CC(NC2=C(C(=CC=C12)OC)OCCCCCCN1CCNCC1)=O)Cl (4-(3,5-Dichloropyridin-4-ylamino)-7-methoxy-8-(6-(piperazin-1-yl)hexyloxy)quinolin-2(1H)-one). Reaction SMILES: Cl[CH2:2][CH2:3][CH2:4][CH2:5][CH2:6][CH2:7][O:8][C:9]1[C:10]([O:29][CH3:30])=[CH:11][CH:12]=[C:13]2[C:18]=1[NH:17][C:16](=[O:19])[CH:15]=[C:14]2[NH:20][C:21]1[C:26]([Cl:27])=[CH:25][N:24]=[CH:23][C:22]=1[Cl:28].[NH:31]1[CH2:36][CH2:35][NH:34][CH2:33][CH2:32]1>>[Cl:27][C:26]1[CH:25]=[N:24][CH:23]=[C:22]([Cl:28])[C:21]=1[NH:20][C:14]1[C:13]2[C:18](=[C:9]([O:8][CH2:7][CH2:6][CH2:5][CH2:4][CH2:3][CH2:2][N:31]3[CH2:36][CH2:35][NH:34][CH2:33][CH2:32]3)[C:10]([O:29][CH3:30])=[CH:11][CH:12]=2)[NH:17][C:16](=[O:19])[CH:15]=1. Reported procedure: The title compound was prepared from 8-(6-chlorohexyloxy)-4-(3,5-dichloropyridin-4-ylamino)-7-methoxyquinolin-2(1H)-one (Intermediate 4) and piperazine following the procedure outlined in Example 15 (modifications: 40° C., 8 h, purified by reverse-phase HPLC). 1H NMR (400 MHz, DMSO-d6, bis HCl salt): δ 11.79 (br, 1H), 10.51 (s, 1H), 9.81 (br, 1H), 9.73 (br, 1H), 9.25 (s, 1H), 8.82 (s, 2H), 8.02 (d, 1H), 7.17 (d, 1H), 4.97 (s, 1H), 4.01 (t, 2H), 3.95 (s, 3H), 3.68 (br d, 2H), 3.58-3.35 (br m, 4H)... Reactants: O1CCCC=C1 (3,4-dihydro-2H-pyran), N#N (N2), OCC1=CC=C(O1)C=O (5-hydroxymethyl-2-furaldehyde), C1(=CC=C(C=C1)S(=O)(=O)[O-])C.[NH+]1=CC=CC=C1 (pyridinium toluene-4-sulfonate). Solvent: C(Cl)Cl (CH2Cl2), O (water), O (Water). Run at time 5 hour. Product: O1C(CCCC1)OCC1=CC=C(O1)C=O (5-(tetrahydro-pyran-2-yloxymethyl)-furan-2-carbaldehyde). As a reaction SMILES: N#N.[OH:3][CH2:4][C:5]1[O:9][C:8]([CH:10]=[O:11])=[CH:7][CH:6]=1.C1(C)C=CC(S([O-])(=O)=O)=CC=1.[NH+]1C=CC=CC=1.[O:29]1[CH:34]=[CH:33][CH2:32][CH2:31][CH2:30]1>C(Cl)Cl.O>[O:29]1[CH2:34][CH2:33][CH2:32][CH2:31][CH:30]1[O:3][CH2:4][C:5]1[O:9][C:8]([CH:10]=[O:11])=[CH:7][CH:6]=1 |f:2.3|. Reported procedure: In a flame dried round-bottomed flask under inert atmosphere (N2), to a mixture of 5-hydroxymethyl-2-furaldehyde (100 g, 0.79 mol) and pyridinium toluene-4-sulfonate (10 g, 0.04 mol) in CH2Cl2 (1 L) was added 3,4-dihydro-2H-pyran (150 mL, 1.62 mol) while keeping the internal temperature below 28° C. (water bath). The reaction mixture was stirred at rt for 5 h. Water (1 L) was added, the layers separated and the org. layer washed with water (500 mL) and evaporated to dryness to give crude 5-(tetr... Yields the product C[C@@H]1[C@@H]2[C@H](C(=O)N2C(=C1S[C@H]3C[C@H](NC3)C(=O)NC=4C=CC=C(C4)C(=O)O)C(=O)O)[C@@H](C)O (Ertapenem). The reactants are O (water), S[C@H]1C[C@H](N(C1)C(=O)OCC1=CC=C(C=C1)[N+](=O)[O-])C(=O)NC=1C=C(C(=O)O)C=CC1 (3-[[[(2S,4S)-4-mercapto-1-(4-nitrobenzyloxy)carbonyl-2-pyrrolidinyl]carbonyl]amino]benzoic acid), O[C@H](C)[C@@H]1[C@@H]2N(C(=C([C@@H]2C)OP(=O)(OC2=CC=CC=C2)OC2=CC=CC=C2)C(=O)OCC2=CC=C(C=C2)[N+](=O)[O-])C1=O (p-nitrobenzyl (1R,5R,6S)-6-[(1R)-1-hydroxyethyl]-2-[(diphenylphosphono)oxy]-1-methylcarbapen-2em-3-carboxylate), C(C)(C)N(C(C)C)CC (N,N-diisopropylethylamine). Run in C(C)(=O)OCC (ethyl acetate), CN(C)C=O (DMF). RXN SMILES: [SH:1][C@@H:2]1[CH2:6][N:5](C(OCC2C=CC([N+]([O-])=O)=CC=2)=O)[C@H:4]([C:20]([NH:22][C:23]2[CH:24]=[C:25]([CH:29]=[CH:30][CH:31]=2)[C:26]([OH:28])=[O:27])=[O:21])[CH2:3]1.[OH:32][C@@H:33]([C@H:35]1[C:72](=[O:73])[N:37]2[C:38]([C:59]([O:61]CC3C=CC([N+]([O-])=O)=CC=3)=[O:60])=[C:39](OP(OC3C=CC=CC=3)(OC3C=CC=CC=3)=O)[C@H:40]([CH3:41])[C@H:36]12)[CH3:34].C(N(CC)C(C)C)(C)C.O>CN(C=O)C.C(OCC)(=O)C>[CH3:41][C@H:40]1[C:39]([S:1][C@@H:2]2[CH2:6][NH:5][C@H:4]([C:20]([NH:22][C:23]3[CH:31]=[CH:30][CH:29]=[C:25]([C:26]([OH:28])=[O:27])[CH:24]=3)=[O:21])[CH2:3]2)=[C:38]([C:59]([OH:61])=[O:60])[N:37]2[C@H:36]1[C@@H:35]([C@H:33]([OH:32])[CH3:34])[C:72]2=[O:73]. Procedure: To 3-[[[(2S,4S)-4-mercapto-1-(4-nitrobenzyloxy)carbonyl-2-pyrrolidinyl]carbonyl]amino]benzoic acid (7.68 g) in DMF (30 mL), p-nitrobenzyl (1R,5R,6S)-6-[(1R)-1-hydroxyethyl]-2-[(diphenylphosphono)oxy]-1-methylcarbapen-2em-3-carboxylate (10 g) was added. To the reaction mixture N,N-diisopropylethylamine (4.78 g) was added at −30° C. and stirred. After completion of reaction, the reaction mass was poured into water and ethyl acetate mixture at 10° C. The layers were separated and organic layer wash... The reactants are COC1CNCC1 (3-methoxypyrrolidine), COC(=O)C1=NN(C=C1NC(=O)C1=NC(=CC=C1NC=1C=NC=NC1)C1CC1)C (4-{[6-cyclopropyl-3-(pyrimidin-5-ylamino)-pyridine-2-carbonyl]-amino}-1-methyl-1H-pyrazole-3-carboxylic acid methyl ester). Yields the product COC1CN(CC1)C(=O)C1=NN(C=C1NC(=O)C1=NC(=CC=C1NC=1C=NC=NC1)C1CC1)C (6-Cyclopropyl-3-(pyrimidin-5-ylamino)-pyridine-2-carboxylic acid [3-(3-methoxy-pyrrolidine-1-carbonyl)-1-methyl-1H-pyrazol-4-yl]-amide). Isolated yield 23.0%. RXN SMILES: [CH3:1][O:2][CH:3]1[CH2:7][CH2:6][NH:5][CH2:4]1.C[O:9][C:10]([C:12]1[C:16]([NH:17][C:18]([C:20]2[C:25]([NH:26][C:27]3[CH:28]=[N:29][CH:30]=[N:31][CH:32]=3)=[CH:24][CH:23]=[C:22]([CH:33]3[CH2:35][CH2:34]3)[N:21]=2)=[O:19])=[CH:15][N:14]([CH3:36])[N:13]=1)=O>>[CH3:1][O:2][CH:3]1[CH2:7][CH2:6][N:5]([C:10]([C:12]2[C:16]([NH:17][C:18]([C:20]3[C:25]([NH:26][C:27]4[CH:28]=[N:29][CH:30]=[N:31][CH:32]=4)=[CH:24][CH:23]=[C:22]([CH:33]4[CH2:35][CH2:34]4)[N:21]=3)=[O:19])=[CH:15][N:14]([CH3:36])[N:13]=2)=[O:9])[CH2:4]1. Procedure details: According to the general method described in step 5 of example 27, reaction of 3-methoxypyrrolidine with 4-{[6-cyclopropyl-3-(pyrimidin-5-ylamino)-pyridine-2-carbonyl]-amino}-1-methyl-1H-pyrazole-3-carboxylic acid methyl ester provided the title compound (23%) as amorphous yellow solid. Starting materials: COC(=O)N1CCC(CC1)N1CCC(CC1)N1C(NC2=C1C=CC=C2)=O (1-[1-(1-methoxycarbonylpiperidin-4-yl) piperidin-4-yl]-1,3-dihydro-2H-benzimidazol-2-one), CS(=O)(=O)Cl (methanesulfonyl chloride), COC(=O)N1CC(C1)N1CCC(CC1)N1C(NC2=C1C=CC=C2)=O (1-[1-(1-methoxycarbonylazetidin-3-yl)-piperidin-4-yl]-1,3-dihydro-2H-benzimidazol-2-one), C(C)(=O)Cl (acetyl chloride). Product: COC(=O)N1CC(C1)N1CCC(CC1)N1C(N(C2=C1C=CC=C2)S(=O)(=O)C)=O (1-[1-(1-methoxycarbonylazetidin-3-yl)-piperidin-4-yl]-3-(methylsulfonyl)-1,3-dihydro-2H-benzimidazol-2-one). RXN SMILES: COC(N1CCC(N2CCC(N3C4C=CC=CC=4NC3=O)CC2)CC1)=O.[CH3:27][O:28][C:29]([N:31]1[CH2:34][CH:33]([N:35]2[CH2:40][CH2:39][CH:38]([N:41]3[C:45]4[CH:46]=[CH:47][CH:48]=[CH:49][C:44]=4[NH:43][C:42]3=[O:50])[CH2:37][CH2:36]2)[CH2:32]1)=[O:30].C(Cl)(=O)C.[CH3:55][S:56](Cl)(=[O:58])=[O:57]>>[CH3:27][O:28][C:29]([N:31]1[CH2:34][CH:33]([N:35]2[CH2:40][CH2:39][CH:38]([N:41]3[C:45]4[CH:46]=[CH:47][CH:48]=[CH:49][C:44]=4[N:43]([S:56]([CH3:55])(=[O:58])=[O:57])[C:42]3=[O:50])[CH2:37][CH2:36]2)[CH2:32]1)=[O:30]. Procedure details: Example 12 was repeated except that 1-[1-(1-methoxycarbonylpiperidin-4-yl) piperidin-4-yl]-1,3-dihydro-2H-benzimidazol-2-one was replaced with 1-[1-(1-methoxycarbonylazetidin-3-yl)-piperidin-4-yl]-1,3-dihydro-2H-benzimidazol-2-one which was prepared by the method of Referential Example 3, and the acetyl chloride was replaced with methanesulfonyl chloride. The title compound was obtained as a colorless oil.